From a dataset of the Open Reaction Database (ORD), a public repository of structured organic reaction records. describe an organic reaction: reactants, conditions, products, and yield Reactants: ClC1=CC=C(C=C1)N(N)CC(=O)N(C)CCC(C)C (2-(1-(4-chlorophenyl)hydrazinyl)-N-isopentyl-N-methylacetamide), COC(CCCNC)OC (4,4-dimethoxy-N-methylbutan-1-amine). The product is ClC=1C=C2C(=CN(C2=CC1)CC(=O)N(C)CCC(C)C)CCNC (2-(5-chloro-3-(2-(methylamino)ethyl)-1H-indol-1-yl)-N-isopentyl-N-methylacetamide). RXN SMILES: [Cl:1][C:2]1[CH:7]=[CH:6][C:5]([N:8]([CH2:10][C:11]([N:13]([CH2:15][CH2:16][CH:17]([CH3:19])[CH3:18])[CH3:14])=[O:12])N)=[CH:4][CH:3]=1.CO[CH:22](OC)[CH2:23][CH2:24][CH2:25][NH:26][CH3:27]>>[Cl:1][C:2]1[CH:7]=[C:6]2[C:5](=[CH:4][CH:3]=1)[N:8]([CH2:10][C:11]([N:13]([CH2:15][CH2:16][CH:17]([CH3:19])[CH3:18])[CH3:14])=[O:12])[CH:22]=[C:23]2[CH2:24][CH2:25][NH:26][CH3:27]. Reported procedure: The title compound is prepared by General Method 10 using 2-(1-(4-chlorophenyl)hydrazinyl)-N-isopentyl-N-methylacetamide (Example 7) and 4,4-dimethoxy-N-methylbutan-1-amine. Reactants: BrC=1C=C(C=2NC3=CC(=CC=C3C2C1)C(=O)N1CCOCC1)C(=O)N (3-Bromo-7-(morpholine-4-carbonyl)-9H-carbazole-1-carboxamide), C(C)OC1=CC=C(C=C1)B(O)O (4-ethoxyphenylboronic acid), C(=O)([O-])[O-].[Na+].[Na+] (Na2CO3), C1(=CC=CC=C1)C (toluene). The reagents and catalysts are C=1C=CC(=CC1)[P](C=2C=CC=CC2)(C=3C=CC=CC3)[Pd]([P](C=4C=CC=CC4)(C=5C=CC=CC5)C=6C=CC=CC6)([P](C=7C=CC=CC7)(C=8C=CC=CC8)C=9C=CC=CC9)[P](C=1C=CC=CC1)(C=1C=CC=CC1)C=1C=CC=CC1 (Pd(Ph3P)4). Solvent: CO (MeOH). Reaction conditions: temperature 100 celsius, time 12 hour. Yields the product C(C)OC1=CC=C(C=C1)C=1C=C(C=2NC3=CC(=CC=C3C2C1)C(=O)N1CCOCC1)C(=O)N (3-(4-ethoxyphenyl)-7-(morpholine-4-carbonyl)-9H-carbazole-1-carboxamide). The yield is 17.6%. Reaction SMILES: Br[C:2]1[CH:3]=[C:4]([C:23]([NH2:25])=[O:24])[C:5]2[NH:6][C:7]3[C:12]([C:13]=2[CH:14]=1)=[CH:11][CH:10]=[C:9]([C:15]([N:17]1[CH2:22][CH2:21][O:20][CH2:19][CH2:18]1)=[O:16])[CH:8]=3.[CH2:26]([O:28][C:29]1[CH:34]=[CH:33][C:32](B(O)O)=[CH:31][CH:30]=1)[CH3:27].C([O-])([O-])=O.[Na+].[Na+].C1(C)C=CC=CC=1>C1C=CC([P]([Pd]([P](C2C=CC=CC=2)(C2C=CC=CC=2)C2C=CC=CC=2)([P](C2C=CC=CC=2)(C2C=CC=CC=2)C2C=CC=CC=2)[P](C2C=CC=CC=2)(C2C=CC=CC=2)C2C=CC=CC=2)(C2C=CC=CC=2)C2C=CC=CC=2)=CC=1.CO>[CH2:26]([O:28][C:29]1[CH:34]=[CH:33][C:32]([C:2]2[CH:3]=[C:4]([C:23]([NH2:25])=[O:24])[C:5]3[NH:6][C:7]4[C:12]([C:13]=3[CH:14]=2)=[CH:11][CH:10]=[C:9]([C:15]([N:17]2[CH2:18][CH2:19][O:20][CH2:21][CH2:22]2)=[O:16])[CH:8]=4)=[CH:31][CH:30]=1)[CH3:27] |f:2.3.4,^1:54,56,75,94|. Procedure details: 3-Bromo-7-(morpholine-4-carbonyl)-9H-carbazole-1-carboxamide (57 mg, 0.142 mmol), 4-ethoxyphenylboronic acid (35.3 mg, 0.213 mmol), Pd(Ph3P)4 (16.37 mg, 0.014 mmol) and aqueous Na2CO3 (2M) (0.177 mL, 0.354 mmol) were mixed with toluene (2 mL) and MeOH (1 mL) in a sealed microwave tube. The mixture was degassed and filled with N2. then stirred at 100° C. for 12 hrs. The reaction mixture was concentrated and purified using preparative HPLC to give 11.1 mg of titled product. MS (ESI) m/z 444.21 (M+... The reactants are COCCCCn1c(C(=O)N(CC(C)C)C2CC(C(=O)O)CN(C(=O)OC(C)(C)C)C2)nc2ccccc21, CN(C)C=O, O. Product: COCCCCn1c(C(=O)N(CC(C)C)C2CC(C(N)=O)CN(C(=O)OC(C)(C)C)C2)nc2ccccc21. RXN SMILES: [C:1]([CH3:2])([CH3:3])([CH3:4])[O:5][C:6](=[O:7])[N:8]1[CH2:9][CH:10]([C:36](=[O:37])[OH:38])[CH2:11][CH:12]([N:14]([CH2:15][CH:16]([CH3:17])[CH3:18])[C:19](=[O:20])[c:21]2[n:22][c:23]3[c:24]([n:25]2[CH2:26][CH2:27][CH2:28][CH2:29][O:30][CH3:31])[cH:32][cH:33][cH:34][cH:35]3)[CH2:13]1.[O:40]=[CH:41][N:42]([CH3:43])[CH3:44].[OH2:39]>>[C:1]([CH3:2])([CH3:3])([CH3:4])[O:5][C:6](=[O:7])[N:8]1[CH2:9][CH:10]([C:36](=[O:37])[NH2:42])[CH2:11][CH:12]([N:14]([CH2:15][CH:16]([CH3:17])[CH3:18])[C:19](=[O:20])[c:21]2[n:22][c:23]3[c:24]([n:25]2[CH2:26][CH2:27][CH2:28][CH2:29][O:30][CH3:31])[cH:32][cH:33][cH:34][cH:35]3)[CH2:13]1.